From a dataset of the Open Reaction Database (ORD), a public repository of structured organic reaction records. describe an organic reaction: reactants, conditions, products, and yield Reactants: FC1=C2CCC(CC2=CC(=C1)F)N (5,7-difluoro-1,2,3,4-tetrahydronaphthalen-2-ylamine), C(C=O)(=O)OCC (ethyl glyoxylate). The reagents and catalysts are [Pd] (palladium on carbon). Solvent: C(C)O (ethanol). Yields the product C(C)OC(CNC1CC2=CC(=CC(=C2CC1)F)F)=O (ethyl[(5,7-difluoro-1,2,3,4-tetrahydronaphthalen-2-yl)amino]acetate). Isolated yield 85.1%. RXN SMILES: [F:1][C:2]1[CH:11]=[C:10]([F:12])[CH:9]=[C:8]2[C:3]=1[CH2:4][CH2:5][CH:6]([NH2:13])[CH2:7]2.[C:14]([O:18][CH2:19][CH3:20])(=[O:17])[CH:15]=O>C(O)C.[Pd]>[CH2:19]([O:18][C:14](=[O:17])[CH2:15][NH:13][CH:6]1[CH2:5][CH2:4][C:3]2[C:8](=[CH:9][C:10]([F:12])=[CH:11][C:2]=2[F:1])[CH2:7]1)[CH3:20]. Reported procedure: A mixture of 5,7-difluoro-1,2,3,4-tetrahydronaphthalen-2-ylamine (6.0 g, 32.8 mmol), prepared as in Example 8, and ethyl glyoxylate (4.6 g, 36.0 mmol) in 300 mL of ethanol was hydrogenated over 10% palladium on carbon (0.75 g) for 10 hours. The mixture was filtered and concentrated by evaporation. Purification of the residue by column chromatography on silica gel (elution: 30% ethyl acetate/hexane) gave ethyl[(5,7-difluoro-1,2,3,4-tetrahydronaphthalen-2-yl)amino]acetate (7.5 g, 27.9 mmol) as an ... Starting materials: N([C@@H](CSCC1=CC=C(C)C=C1)C(=O)N[C@@H]([C@H](O)C)CO)C(=O)OC(C)(C)C (BOC-Cys(MBzl)-Thr-ol), C1(=CC=CC=C1)SC (thioanisole), C(=O)(C(F)(F)F)O (TFA). The solvent is C(C)OCC (ethyl-ether), C(Cl)Cl (methylene chloride). Conditions: time 20 minute. The product is N[C@@H](CSCC1=CC=C(C)C=C1)C(=O)N[C@@H]([C@H](O)C)CO.FC(F)(F)C(=O)O (H-Cys(MBzl)-Thr-ol trifluoroacetate). Reaction SMILES: [NH:1](C(OC(C)(C)C)=O)[C@H:2]([C:13]([NH:15][C@H:16]([CH2:20][OH:21])[C@@H:17]([CH3:19])[OH:18])=[O:14])[CH2:3][S:4][CH2:5][C:6]1[CH:12]=[CH:11][C:9]([CH3:10])=[CH:8][CH:7]=1.C1(SC)C=CC=CC=1.[C:37]([OH:43])([C:39]([F:42])([F:41])[F:40])=[O:38]>C(Cl)Cl.C(OCC)C>[NH2:1][C@H:2]([C:13]([NH:15][C@H:16]([CH2:20][OH:21])[C@@H:17]([CH3:19])[OH:18])=[O:14])[CH2:3][S:4][CH2:5][C:6]1[CH:12]=[CH:11][C:9]([CH3:10])=[CH:8][CH:7]=1.[F:40][C:39]([C:37]([OH:43])=[O:38])([F:42])[F:41] |f:5.6|. Procedure details: 7.1 g BOC-Cys(MBzl)-Thr-ol and 5 ml thioanisole are dissolved in 25 ml methylene chloride. The solution is added to 50 ml TFA and allowed to stand for 20 minutes at room temperature. The mixture is diluted with ca. 1.5 liters ethyl-ether and the precipitated product filtered off and dried to yield the title compound: The reactants are CO, Cc1nc2n(c(=O)c1CCCl)CCCC2OCc1ccccc1, Cl, [H][H]. Yields the product Cc1nc2n(c(=O)c1CCCl)CCCC2O. As a reaction SMILES: [CH3:27][OH:28].[Cl:1][CH2:2][CH2:3][c:4]1[c:5]([CH3:23])[n:6][c:7]2[n:8]([c:9]1=[O:10])[CH2:11][CH2:12][CH2:13][CH:14]2[O:15][CH2:16][c:17]1[cH:18][cH:19][cH:20][cH:21][cH:22]1.[ClH:24].[H:25][H:26]>>[Cl:1][CH2:2][CH2:3][c:4]1[c:5]([CH3:23])[n:6][c:7]2[n:8]([c:9]1=[O:10])[CH2:11][CH2:12][CH2:13][CH:14]2[OH:15]. The reactants are CC1CN(C(=O)OC(C)(C)C)CC2c3cccc(OC(F)(F)F)c3C(=O)N12, Cl, O. Reaction SMILES: [C:1]([O:2][C:3](=[O:4])[N:8]1[CH2:9][CH:10]2[N:11]([C:12](=[O:24])[c:13]3[c:14]([O:19][C:20]([F:21])([F:22])[F:23])[cH:15][cH:16][cH:17][c:18]32)[CH:25]([CH3:27])[CH2:26]1)([CH3:5])([CH3:6])[CH3:7].[ClH:28].[OH2:29]>>[ClH:28].[NH:8]1[CH2:9][CH:10]2[N:11]([C:12](=[O:24])[c:13]3[c:14]([O:19][C:20]([F:21])([F:22])[F:23])[cH:15][cH:16][cH:17][c:18]32)[CH:25]([CH3:27])[CH2:26]1. The product is Cl, CC1CNCC2c3cccc(OC(F)(F)F)c3C(=O)N12. Reactants: B(Cl)(Cl)Cl (boron trichloride), C(C1=CC=CC=C1)OC1=C(C=C(C(=C1)OCC1=CC=CC=C1)C=CC1=CC=CC=C1)C1=C(C(=NO1)C)C1=CC=C(C=C1)OC (5-(2,4-Bis-benzyloxy-5-styryl-phenyl)-4-(4-methoxy-phenyl)-3-methyl-isoxazole). The product is COC1=CC=C(C=C1)C=1C(=NOC1C1=C(C=C(C(=C1)C=CC1=CC=CC=C1)O)O)C (4-[4-(4-methoxy-phenyl)-3-methyl-isoxazol-5-yl]-6-styryl-benzene-1,3-diol). Reaction SMILES: B(Cl)(Cl)Cl.C([O:12][C:13]1[CH:18]=[C:17]([O:19]CC2C=CC=CC=2)[C:16]([CH:27]=[CH:28][C:29]2[CH:34]=[CH:33][CH:32]=[CH:31][CH:30]=2)=[CH:15][C:14]=1[C:35]1[O:39][N:38]=[C:37]([CH3:40])[C:36]=1[C:41]1[CH:46]=[CH:45][C:44]([O:47][CH3:48])=[CH:43][CH:42]=1)C1C=CC=CC=1>>[CH3:48][O:47][C:44]1[CH:43]=[CH:42][C:41]([C:36]2[C:37]([CH3:40])=[N:38][O:39][C:35]=2[C:14]2[CH:15]=[C:16]([CH:27]=[CH:28][C:29]3[CH:30]=[CH:31][CH:32]=[CH:33][CH:34]=3)[C:17]([OH:19])=[CH:18][C:13]=2[OH:12])=[CH:46][CH:45]=1. Procedure details: Similarly, 4-[4-(4-methoxy-phenyl)-3-methyl-isoxazol-5-yl]-6-styryl-benzene-1,3-diol (Example 24) was prepared by boron trichloride deprotection of 5-(2,4-Bis-benzyloxy-5-styryl-phenyl)-4-(4-methoxy-phenyl)-3-methyl-isoxazole (prepared from styryl boronic acid coupling of bromo isoxazole intermediate, Example 3)) Reactants: Example 1, C(CCCCCCCCCCC)S (1-dodecanthiol), [OH-].[K+] (KOH), COC(C(=C)C)=O (methylmethacrylate). Run at temperature 122 celsius, time 10 minute. Yields the product C(CCCCCCCCCCC)SCC(C(=O)OC)C (3-(n-dodecylthio)-2-methyl-propanoic acid, methyl ester). As a reaction SMILES: [CH2:1]([SH:13])[CH2:2][CH2:3][CH2:4][CH2:5][CH2:6][CH2:7][CH2:8][CH2:9][CH2:10][CH2:11][CH3:12].[OH-].[K+].[CH3:16][O:17][C:18](=[O:22])[C:19]([CH3:21])=[CH2:20]>>[CH2:1]([S:13][CH2:20][CH:19]([CH3:21])[C:18]([O:17][CH3:16])=[O:22])[CH2:2][CH2:3][CH2:4][CH2:5][CH2:6][CH2:7][CH2:8][CH2:9][CH2:10][CH2:11][CH3:12] |f:1.2|. Procedure details: Into the same type equipment used in Example 1 202 grams of 98% 1-dodecanthiol was added to 1.0 grams of KOH and 112 grams methylmethacrylate with stirring over a 10 minute period. The reaction mixture went from 70° C. to 98° C. The reaction mixture was stirred an extra hour at 98° C. to 93° C. and slowly heated up to 122° C. over a 5 hour period. The reaction mixture was stripped at 125° C. and 20 mm pressure. GC analysis indicated a purity of 93.2% product. 300 grams filtered product was obtai... The reactants are NC1=C(C(=O)C2=CC=CC=C2)C=C(C=C1)Cl (2-amino-5-chlorobenzophenone), [H-].[Na+] (sodium hydride), C(C)I (ethyl iodide). The solvent is O (water). Conditions: time 30 minute. The product is C(C)NC1=C(C(=O)C2=CC=CC=C2)C=C(C=C1)Cl (2-ethylamino-5-chlorobenzophenone). Isolated yield 91.1%. RXN SMILES: [NH2:1][C:2]1[CH:15]=[CH:14][C:13]([Cl:16])=[CH:12][C:3]=1[C:4]([C:6]1[CH:11]=[CH:10][CH:9]=[CH:8][CH:7]=1)=[O:5].[H-].[Na+].[CH2:19](I)[CH3:20]>O>[CH2:19]([NH:1][C:2]1[CH:15]=[CH:14][C:13]([Cl:16])=[CH:12][C:3]=1[C:4]([C:6]1[CH:7]=[CH:8][CH:9]=[CH:10][CH:11]=1)=[O:5])[CH3:20] |f:1.2|. Reported procedure: To a solution of 6.95 g of 2-amino-5-chlorobenzophenone was added portionwise 1.37 g of 63 % sodium hydride. After the mixture was stirred at room temperature for 30 minutes, 5.62 g of ethyl iodide was added dropwise thereto, and the reaction mixture was further stirred at room temperature for 2 hours. Then, the mixture was poured into 400 ml of water and extracted twice with 100 ml of methylene chloride. The extracts were combined, washed with diluted hydrochloric acid, followed by water and dr...